This data is from the Open Reaction Database (ORD), a public repository of structured organic reaction records. The task is: describe an organic reaction: reactants, conditions, products, and yield Reaction SMILES: [NH2:1][C:2]1[CH:7]=[CH:6][C:5]([C:8]#[C:9][C:10]2[CH:11]=[CH:12][C:13]3[N:14]([CH:16]=[C:17]([NH2:19])[N:18]=3)[N:15]=2)=[CH:4][CH:3]=1.[Cl:20][C:21]1[CH:26]=[C:25]([N:27]=[C:28]=[O:29])[CH:24]=[CH:23][C:22]=1[F:30].[N-]=C=O>>[NH2:1][C:2]1[CH:7]=[CH:6][C:5]([C:8]#[C:9][C:10]2[CH:11]=[CH:12][C:13]3[N:14]([CH:16]=[C:17]([NH:19][C:28]([NH:27][C:25]4[CH:24]=[CH:23][C:22]([F:30])=[C:21]([Cl:20])[CH:26]=4)=[O:29])[N:18]=3)[N:15]=2)=[CH:4][CH:3]=1. The product is NC1=CC=C(C=C1)C#CC=1C=CC=2N(N1)C=C(N2)NC(=O)NC2=CC(=C(C=C2)F)Cl (1-{6-[(4-aminophenyl)ethynyl]imidazo[1,2-b]pyridazin-2-yl}-3-(3-chloro-4-fluorophenyl)urea). Reported procedure: The compound of Example 14 was made by preparing 6-[(4-aminophenyl)ethynyl]imidazo[1,2-b]pyridazin-2-amine as in Example 20, followed by a procedure similar to Example 3 using 2-chloro-1-fluoro-4-isocyanatobenzene as the isocyanate (see also Schemes 1, 2, and 9). Starting materials: [N-]=C=O (isocyanate), compound, NC1=CC=C(C=C1)C#CC=1C=CC=2N(N1)C=C(N2)N (6-[(4-aminophenyl)ethynyl]imidazo[1,2-b]pyridazin-2-amine), ClC1=C(C=CC(=C1)N=C=O)F (2-chloro-1-fluoro-4-isocyanatobenzene). Starting materials: BrC(C(=O)C1=CC=C(C=C1)F)C1=CC=C(C=C1)S(=O)(=O)C (2-bromo-1-(4-fluorophenyl)-2-(4-methylsulfonylphenyl) ethanone), C(CC)NC(=S)N (N-propylthiourea). The solvent is C(C)O (ethanol). The product is FC1=CC=C(C=C1)C=1N=C(SC1C1=CC=C(C=C1)S(=O)(=O)C)NCCC (4-(4-fluorophenyl)-5-(4-methylsulfonylphenyl)-2-(1-propylamino) thiazole). Yield: 75.8%. As a reaction SMILES: Br[CH:2]([C:12]1[CH:17]=[CH:16][C:15]([S:18]([CH3:21])(=[O:20])=[O:19])=[CH:14][CH:13]=1)[C:3]([C:5]1[CH:10]=[CH:9][C:8]([F:11])=[CH:7][CH:6]=1)=O.[CH2:22]([NH:25][C:26]([NH2:28])=[S:27])[CH2:23][CH3:24]>C(O)C>[F:11][C:8]1[CH:9]=[CH:10][C:5]([C:3]2[N:28]=[C:26]([NH:25][CH2:22][CH2:23][CH3:24])[S:27][C:2]=2[C:12]2[CH:17]=[CH:16][C:15]([S:18]([CH3:21])(=[O:20])=[O:19])=[CH:14][CH:13]=2)=[CH:6][CH:7]=1. Reported procedure: To a solution of 2-bromo-1-(4-fluorophenyl)-2-(4-methylsulfonylphenyl)ethanone (0.346 g, 0.932 mmol) (Example 26, Step 2) in ethanol (15 mL) in a 25 mL round bottom flask was added N-propylthiourea (0.116 g, 0.979 mmol) with stirring. The resulting solution was heated to reflux for 24 hours. The reaction was cooled to room temperature and concentrated in vacuo. The residue was dissolved in methylene chloride, washed successively with Na2CO3 (10% solution) and brine, dried over Na2SO4, filtered a...